From a dataset of the Open Reaction Database (ORD), a public repository of structured organic reaction records. describe an organic reaction: reactants, conditions, products, and yield Starting materials: C1CCNC1, COC(=O)c1cc([N+](=O)[O-])c(C)s1, CO, O=Cc1ccccc1. As a reaction SMILES: [CH2:22]1[CH2:23][NH:24][CH2:25][CH2:26]1.[CH3:1][c:2]1[c:3]([N+:11](=[O:12])[O-:13])[cH:4][c:5]([C:7](=[O:8])[O:9][CH3:10])[s:6]1.[CH3:27][OH:28].[CH:14](=[O:15])[c:16]1[cH:17][cH:18][cH:19][cH:20][cH:21]1>>[CH:1]([c:2]1[c:3]([N+:11](=[O:12])[O-:13])[cH:4][c:5]([C:7](=[O:8])[O:9][CH3:10])[s:6]1)=[CH:14][c:16]1[cH:17][cH:18][cH:19][cH:20][cH:21]1. Product: COC(=O)c1cc([N+](=O)[O-])c(C=Cc2ccccc2)s1. The reactants are BrC=1C=C(SC1C)C(=S)OC (methyl 4-bromo-5-methylthiothiophene-2-carboxylate), C1(=CC=CC=C1)P(C1=C(C2=CC=CC=C2C=C1)C1=C(C=CC2=CC=CC=C12)P(C1=CC=CC=C1)C1=CC=CC=C1)C1=CC=CC=C1 (racemic-2,2′-bis(diphenylphosphino)-1,1′-binaphthyl), C([O-])([O-])=O.[Cs+].[Cs+] (cesium carbonate), C(C)C1=CC=C(N)C=C1 (4-ethylaniline). Reagents/catalysts: C(C)(=O)[O-].[Pd+2].C(C)(=O)[O-] (palladium (II) acetate). Reaction conditions: temperature 100 celsius. Product: C(C)C1=CC=C(C=C1)NC=1C=C(SC1C)C(=S)OC (methyl 4-[(4-ethylphenyl)amino]-5-methylthiothiophene-2-carboxylate). Isolated yield 12.8%. RXN SMILES: Br[C:2]1[CH:3]=[C:4]([C:8]([O:10][CH3:11])=[S:9])[S:5][C:6]=1[CH3:7].C1(P(C2C=CC=CC=2)C2C=CC3C(=CC=CC=3)C=2C2C3C(=CC=CC=3)C=CC=2P(C2C=CC=CC=2)C2C=CC=CC=2)C=CC=CC=1.C(=O)([O-])[O-].[Cs+].[Cs+].[CH2:64]([C:66]1[CH:72]=[CH:71][C:69]([NH2:70])=[CH:68][CH:67]=1)[CH3:65]>C([O-])(=O)C.[Pd+2].C([O-])(=O)C>[CH2:64]([C:66]1[CH:72]=[CH:71][C:69]([NH:70][C:2]2[CH:3]=[C:4]([C:8]([O:10][CH3:11])=[S:9])[S:5][C:6]=2[CH3:7])=[CH:68][CH:67]=1)[CH3:65] |f:2.3.4,6.7.8|. Procedure details: To an oven-dried glass vial with stir bar was added a mixture of 100 mg (0.374 mmol) of methyl 4-bromo-5-methylthiothiophene-2-carboxylate (as prepared in Example 241, step (a)), 5.8 mg (6.9 mol %) of palladium (II) acetate, 21.7 mg (9.3 mol %) of racemic-2,2′-bis(diphenylphosphino)-1,1′-binaphthyl, 171.5 mg (0.526 mmol) of cesium carbonate and 59 mg (0.487 mmol) of 4-ethylaniline. The vial was transferred to a glove bag, flushed with dry argon and anhydrous toluene (749 μL) was added. The vial ... Reactants: C(C)OC(=O)N1CCN(CC1)S(=O)(=O)C1=CC(=C(C=C1)OCCC)C1=CC2=C(N(C(N(C2=O)C)=O)CCC)N1 (4-[3-(3-Methyl-2,4-dioxo-1-propyl-2,3,4,7-tetrahydro-1H-pyrrolo[2,3-d]pyrimidin-6-yl)-4-propoxybenzenesulfonyl]piperazine-1-carboxylic acid ethyl ester), [OH-].[K+] (potassium hydroxide). Solvent: C(C)(C)O (isopropanol). Product: CN1C(N(C2=C(C1=O)C=C(N2)C2=C(C=CC(=C2)S(=O)(=O)N2CCNCC2)OCCC)CCC)=O (3-Methyl-6-[5-(piperazine-1-sulfonyl)-2-propoxyphenyl]-1-propyl-1,7-dihydropyrrolo[2,3-d]pyrimidine-2,4-dione). Isolated yield 55.1%. Reaction SMILES: C(OC([N:6]1[CH2:11][CH2:10][N:9]([S:12]([C:15]2[CH:20]=[CH:19][C:18]([O:21][CH2:22][CH2:23][CH3:24])=[C:17]([C:25]3[NH:39][C:28]4[N:29]([CH2:36][CH2:37][CH3:38])[C:30](=[O:35])[N:31]([CH3:34])[C:32](=[O:33])[C:27]=4[CH:26]=3)[CH:16]=2)(=[O:14])=[O:13])[CH2:8][CH2:7]1)=O)C.[OH-].[K+]>C(O)(C)C>[CH3:34][N:31]1[C:32](=[O:33])[C:27]2[CH:26]=[C:25]([C:17]3[CH:16]=[C:15]([S:12]([N:9]4[CH2:10][CH2:11][NH:6][CH2:7][CH2:8]4)(=[O:14])=[O:13])[CH:20]=[CH:19][C:18]=3[O:21][CH2:22][CH2:23][CH3:24])[NH:39][C:28]=2[N:29]([CH2:36][CH2:37][CH3:38])[C:30]1=[O:35] |f:1.2|. Reported procedure: A mixture of the title compound of Example 86 (0.5 g, 0.89 mmol) and potassium hydroxide (0.58 g, 8.90 mmol, 85%) in isopropanol (20 mL) was refluxed for 18 h. The resulting mixture was evaporated under reduced pressure and the resulting residue was acidified with 6N hydrochloric acid. Then it was basified with aqueous sodium bicarbonate solution and extracted with dichloromethane. The organic extracts were dried (MgSO4) and evaporated under reduced pressure. The resulting crude residue was puri... Starting materials: Cc1cc2n(n1)CC1(c3ccc(Cl)cc3)NCCN1C2=O, ClCCl, O=C=NCCc1ccccc1, O, c1ccncc1. The product is Cc1cc2n(n1)CC1(c3ccc(Cl)cc3)N(C(=O)NCCc3ccccc3)CCN1C2=O. As a reaction SMILES: [Cl:1][c:2]1[cH:3][cH:4][c:5]([C:8]23[N:9]([C:10](=[O:18])[c:11]4[n:12]([n:14][c:15]([CH3:17])[cH:16]4)[CH2:13]2)[CH2:19][CH2:20][NH:21]3)[cH:6][cH:7]1.[Cl:40][CH2:41][Cl:42].[O:22]=[C:23]=[N:24][CH2:25][CH2:26][c:27]1[cH:28][cH:29][cH:30][cH:31][cH:32]1.[OH2:33].[cH:34]1[cH:35][cH:36][n:37][cH:38][cH:39]1>>[Cl:1][c:2]1[cH:3][cH:4][c:5]([C:8]23[N:9]([C:10](=[O:18])[c:11]4[n:12]([n:14][c:15]([CH3:17])[cH:16]4)[CH2:13]2)[CH2:19][CH2:20][N:21]3[C:23](=[O:22])[NH:24][CH2:25][CH2:26][c:27]2[cH:28][cH:29][cH:30][cH:31][cH:32]2)[cH:6][cH:7]1. Reactants: CCO, Cc1cc(N2CCN(C(=O)C(C)(C)C)CC2)ncc1[N+](=O)[O-], O=C[O-], [NH4+], [Pd]. Yields the product Cc1cc(N2CCN(C(=O)C(C)(C)C)CC2)ncc1N. RXN SMILES: [CH3:27][CH2:28][OH:29].[CH3:5][C:6]([C:7](=[O:8])[N:9]1[CH2:10][CH2:11][N:12]([c:15]2[n:16][cH:17][c:18]([N+:22]([O-:23])=[O:24])[c:19]([CH3:21])[cH:20]2)[CH2:13][CH2:14]1)([CH3:25])[CH3:26].[CH:1]([O-:2])=[O:3].[NH4+:4].[Pd:30]>>[CH3:5][C:6]([C:7](=[O:8])[N:9]1[CH2:10][CH2:11][N:12]([c:15]2[n:16][cH:17][c:18]([NH2:22])[c:19]([CH3:21])[cH:20]2)[CH2:13][CH2:14]1)([CH3:25])[CH3:26]. Starting materials: BrC=1C=CC2=C(OCCC3=C2N=C(S3)N3C(NCC3(C)C)=O)C1 (1-(8-Bromo-4,5-dihydrothiazolo[4,5-d]benzo[b]oxepin-2-yl)-5,5-dimethylimidazolidin-2-one), CC(CN1N=CC(=C1)B1OC(C(O1)(C)C)(C)C)(C)O (2-methyl-1-(4-(4,4,5,5-tetramethyl-1,3,2-dioxaborolan-2-yl)-1H-pyrazol-1-yl)propan-2-ol). Product: OC(CN1N=CC(=C1)C1=CC2=C(C=3N=C(SC3CCO2)N2C(NCC2(C)C)=O)C=C1)(C)C (1-{8-[1-(2-Hydroxy-2-methyl-propyl)-1H-pyrazol-4-yl]-4,5-dihydro-6-oxa-3-thia-1-aza-benzo[e]azulen-2-yl}-5,5-dimethyl-imidazolidin-2-one). Isolated yield 12.0%. RXN SMILES: Br[C:2]1[CH:3]=[CH:4][C:5]2[C:11]3[N:12]=[C:13]([N:15]4[C:19]([CH3:21])([CH3:20])[CH2:18][NH:17][C:16]4=[O:22])[S:14][C:10]=3[CH2:9][CH2:8][O:7][C:6]=2[CH:23]=1.[CH3:24][C:25]([OH:42])([CH3:41])[CH2:26][N:27]1[CH:31]=[C:30](B2OC(C)(C)C(C)(C)O2)[CH:29]=[N:28]1>>[OH:42][C:25]([CH3:41])([CH3:24])[CH2:26][N:27]1[CH:31]=[C:30]([C:2]2[CH:3]=[CH:4][C:5]3[C:11]4[N:12]=[C:13]([N:15]5[C:19]([CH3:21])([CH3:20])[CH2:18][NH:17][C:16]5=[O:22])[S:14][C:10]=4[CH2:9][CH2:8][O:7][C:6]=3[CH:23]=2)[CH:29]=[N:28]1. Procedure: 1-(8-Bromo-4,5-dihydrothiazolo[4,5-d]benzo[b]oxepin-2-yl)-5,5-dimethylimidazolidin-2-one was coupled with 2-methyl-1-(4-(4,4,5,5-tetramethyl-1,3,2-dioxaborolan-2-yl)-1H-pyrazol-1-yl)propan-2-ol under Suzuki conditions to give 429. Yield 12%. MS(ESI+): 454.1. 1H NMR (400 MHz, DMSO) δ 8.18 (d, J=8.2, 1H), 8.10 (s, 1H), 7.89 (s, 1H), 7.61 (s, 1H), 7.35 (dd, J=8.2, 1.8, 1H), 7.21 (d, J=1.7, 1H), 4.71 (s, 1H), 4.31 (t, J=5.0, 2H), 4.03 (d, J=5.6, 2H), 3.18 (dd, J=9.3, 5.1, 3H), 1.72 (s, 6H), 1.09 (s,... Starting materials: COC(=O)C(N)CCCCNC(=O)OC(C)(C)C, CO, ClCCl, Cl, [NH4+], [OH-], CC(NC(=O)Cc1ccccc1)C(=O)O. Product: COC(=O)C(CCCCNC(=O)OC(C)(C)C)NC(=O)C(C)NC(=O)Cc1ccccc1. As a reaction SMILES: [CH3:17][O:18][C:19]([CH:20]([NH2:21])[CH2:22][CH2:23][CH2:24][CH2:25][NH:26][C:27](=[O:28])[O:29][C:30]([CH3:31])([CH3:32])[CH3:33])=[O:34].[CH3:38][OH:39].[Cl:35][CH2:36][Cl:37].[ClH:16].[NH4+:41].[OH-:40].[c:1]1([CH2:7][C:8](=[O:9])[NH:10][CH:11]([CH3:12])[C:13](=[O:14])[OH:15])[cH:2][cH:3][cH:4][cH:5][cH:6]1>>[c:1]1([CH2:7][C:8](=[O:9])[NH:10][CH:11]([CH3:12])[C:13](=[O:15])[NH:21][CH:20]([C:19]([O:18][CH3:17])=[O:34])[CH2:22][CH2:23][CH2:24][CH2:25][NH:26][C:27](=[O:28])[O:29][C:30]([CH3:31])([CH3:32])[CH3:33])[cH:2][cH:3][cH:4][cH:5][cH:6]1.